Dataset: the Open Reaction Database (ORD), a public repository of structured organic reaction records. Task: describe an organic reaction: reactants, conditions, products, and yield Reactants: CC(CC[C@H](CC1CCOCC1)N1[C@@H](C[C@@H](CC1)CC(=O)OC)C1=CC=C(C=C1)C(F)(F)F)C (Methyl {(2S,4R)-1-[(1R)-4-methyl-1-(tetrahydro-2H-pyran-4-ylmethyl)pentyl]-2-[4-(trifluoromethyl)phenyl]piperidin-4-yl}acetate), [OH-].[Na+] (NaOH). Solvent: CO (MeOH), CO (MeOH). Product: CC(CC[C@H](CC1CCOCC1)N1[C@@H](C[C@@H](CC1)CC(=O)O)C1=CC=C(C=C1)C(F)(F)F)C ({(2S,4R)-1-[(1R)-4-methyl-1-(tetrahydro-2H-pyran-4-ylmethyl)pentyl]-2-[4-(trifluoromethyl)phenyl]piperidin-4-yl}acetic acid). Yield: 83.0%. Reaction SMILES: [CH3:1][CH:2]([CH3:34])[CH2:3][CH2:4][C@@H:5]([N:13]1[CH2:18][CH2:17][C@@H:16]([CH2:19][C:20]([O:22]C)=[O:21])[CH2:15][C@H:14]1[C:24]1[CH:29]=[CH:28][C:27]([C:30]([F:33])([F:32])[F:31])=[CH:26][CH:25]=1)[CH2:6][CH:7]1[CH2:12][CH2:11][O:10][CH2:9][CH2:8]1.[OH-].[Na+]>CO>[CH3:1][CH:2]([CH3:34])[CH2:3][CH2:4][C@@H:5]([N:13]1[CH2:18][CH2:17][C@@H:16]([CH2:19][C:20]([OH:22])=[O:21])[CH2:15][C@H:14]1[C:24]1[CH:25]=[CH:26][C:27]([C:30]([F:33])([F:31])[F:32])=[CH:28][CH:29]=1)[CH2:6][CH:7]1[CH2:8][CH2:9][O:10][CH2:11][CH2:12]1 |f:1.2|. Reported procedure: A solution of the methyl {(2S,4R)-1-[(1R)-4-methyl-1-(tetrahydro-2H-pyran-4-ylmethyl)pentyl]-2-[4-(trifluoromethyl)phenyl]piperidin-4-yl}acetate (Step 1, 142 mg, 0.29 mmol) and aqueous NaOH (4N, 220 μl, 0.88 mmol) in MeOH (2 ml) was heated at 60° C. for 3 hrs. After cooling to RT the MeOH was removed in vacuo, and the residue was partitioned between CH2Cl2/H2O. 2N HCl (˜0.5 ml) was added. The pH of the aqueous layer was adjusted to ˜pH7 with saturated aqueous NaHCO3. The aqueous layer was extrac... Reactants: Cl (hydrochloric acid), C(C)OC(C(CC(C)(C)C1=C(C(=CC=C1)F)OC)=O)=O (ethyl-4-(3-fluoro-2-methoxyphenyl)-2-oxo-4-methyl-valerate), FC(C(F)(F)F)(F)[Si](C)(C)C ((pentafluoroethyl)-trimethylsilane), [F-].C[N+](C)(C)C (tetramethylammonium fluoride). Solvent: C1CCOC1 (THF), O (water). Yields the product C(C)OC(C(CC(C)(C)C1=C(C(=CC=C1)F)OC)(C(C(F)(F)F)(F)F)O)=O (ethyl-4-(3-fluoro-2-methoxyphenyl)-2-hydroxy-4-methyl-2-(pentafluoroethyl)valerate). The yield is 115.9%. Conditions: temperature -25 celsius, time 4.5 hour. As a reaction SMILES: [CH2:1]([O:3][C:4](=[O:20])[C:5](=[O:19])[CH2:6][C:7]([C:10]1[CH:15]=[CH:14][CH:13]=[C:12]([F:16])[C:11]=1[O:17][CH3:18])([CH3:9])[CH3:8])[CH3:2].[F:21][C:22]([Si](C)(C)C)([F:27])[C:23]([F:26])([F:25])[F:24].[F-].C[N+](C)(C)C.Cl>C1COCC1.O>[CH2:1]([O:3][C:4](=[O:20])[C:5]([OH:19])([C:22]([F:27])([F:21])[C:23]([F:26])([F:25])[F:24])[CH2:6][C:7]([C:10]1[CH:15]=[CH:14][CH:13]=[C:12]([F:16])[C:11]=1[O:17][CH3:18])([CH3:9])[CH3:8])[CH3:2] |f:2.3|. Procedure: 1.0 g (3.54 mmol) of ethyl-4-(3-fluoro-2-methoxyphenyl)-2-oxo-4-methyl-valerate and 0.98 g (5.1 mmol) of (pentafluoroethyl)-trimethylsilane in 7 ml of THF are mixed with 65 mg (0.7 mmol) of tetramethylammonium fluoride at −40° C. The reaction mixture is heated to −25° C. and stirred at this temperature. After 4.5 hours, 1 ml of 2N hydrochloric acid is added, and the reaction mixture is added to water. It is extracted several times with ethyl acetate, washed with saturated sodium chloride solutio... Starting materials: BrCc1ccccc1, CC(C)(C)OC(=O)C(C1NC(C(=O)O)C2(CCN(c3ccccc3)CC2)S1)N1C(=O)c2ccccc2C1=O, CN(C)C=O. Product: CC(C)(C)OC(=O)C(C1NC(C(=O)OCc2ccccc2)C2(CCN(c3ccccc3)CC2)S1)N1C(=O)c2ccccc2C1=O. Reaction SMILES: [Br:1][CH2:2][c:3]1[cH:4][cH:5][cH:6][cH:7][cH:8]1.[C:9](=[O:10])([OH:11])[CH:12]1[NH:13][CH:14]([CH:28]([C:29](=[O:30])[O:31][C:32]([CH3:33])([CH3:34])[CH3:35])[N:36]2[C:37](=[O:46])[c:38]3[c:39]([cH:42][cH:43][cH:44][cH:45]3)[C:40]2=[O:41])[S:15][C:16]12[CH2:17][CH2:18][N:19]([c:22]1[cH:23][cH:24][cH:25][cH:26][cH:27]1)[CH2:20][CH2:21]2.[CH3:47][N:48]([CH3:49])[CH:50]=[O:51]>>[CH2:2]([c:3]1[cH:4][cH:5][cH:6][cH:7][cH:8]1)[O:11][C:9](=[O:10])[CH:12]1[NH:13][CH:14]([CH:28]([C:29](=[O:30])[O:31][C:32]([CH3:33])([CH3:34])[CH3:35])[N:36]2[C:37](=[O:46])[c:38]3[c:39]([cH:42][cH:43][cH:44][cH:45]3)[C:40]2=[O:41])[S:15][C:16]12[CH2:17][CH2:18][N:19]([c:22]1[cH:23][cH:24][cH:25][cH:26][cH:27]1)[CH2:20][CH2:21]2.